Dataset: the Open Reaction Database (ORD), a public repository of structured organic reaction records. Task: describe an organic reaction: reactants, conditions, products, and yield Starting materials: C1CCOC1, CCCCCCCCCCOc1cnc(-c2ccc(C=CC(C)O)cc2)nc1. Yields the product CCCCCCCCCCOc1cnc(-c2ccc(CCC(C)O)cc2)nc1. As a reaction SMILES: [O:29]1[CH2:30][CH2:31][CH2:32][CH2:33]1.[OH:1][CH:2]([CH:3]=[CH:4][c:5]1[cH:6][cH:7][c:8](-[c:11]2[n:12][cH:13][c:14]([O:17][CH2:18][CH2:19][CH2:20][CH2:21][CH2:22][CH2:23][CH2:24][CH2:25][CH2:26][CH3:27])[cH:15][n:16]2)[cH:9][cH:10]1)[CH3:28]>>[OH:1][CH:2]([CH2:3][CH2:4][c:5]1[cH:6][cH:7][c:8](-[c:11]2[n:12][cH:13][c:14]([O:17][CH2:18][CH2:19][CH2:20][CH2:21][CH2:22][CH2:23][CH2:24][CH2:25][CH2:26][CH3:27])[cH:15][n:16]2)[cH:9][cH:10]1)[CH3:28]. Reactants: COc1ccc(C(C#N)=Cc2ccc(O)cc2)cc1OC, CC(=O)OC(C)=O, c1ccncc1. Yields the product COc1ccc(C(C#N)=Cc2ccc(OC(C)=O)cc2)cc1OC. Reaction SMILES: [CH3:1][O:2][c:3]1[cH:4][c:5]([C:11]([C:12]#[N:13])=[CH:14][c:15]2[cH:16][cH:17][c:18]([OH:21])[cH:19][cH:20]2)[cH:6][cH:7][c:8]1[O:9][CH3:10].[CH3:22][C:23](=[O:24])[O:25][C:26](=[O:27])[CH3:28].[cH:29]1[cH:30][cH:31][n:32][cH:33][cH:34]1>>[CH3:1][O:2][c:3]1[cH:4][c:5]([C:11]([C:12]#[N:13])=[CH:14][c:15]2[cH:16][cH:17][c:18]([O:21][C:23]([CH3:22])=[O:24])[cH:19][cH:20]2)[cH:6][cH:7][c:8]1[O:9][CH3:10]. The reactants are C=CS(=O)(=O)F, Nc1ccc(Cl)cc1, CN(C)C=O. Yields the product O=S(=O)(F)C=CNc1ccc(Cl)cc1. RXN SMILES: [CH:9](=[CH2:10])[S:11](=[O:12])(=[O:13])[F:14].[NH2:1][c:2]1[cH:3][cH:4][c:5]([Cl:6])[cH:7][cH:8]1.[O:15]=[CH:16][N:17]([CH3:18])[CH3:19]>>[NH:1]([c:2]1[cH:3][cH:4][c:5]([Cl:6])[cH:7][cH:8]1)[CH:10]=[CH:9][S:11](=[O:12])(=[O:13])[F:14].